This data is from the Open Reaction Database (ORD), a public repository of structured organic reaction records. The task is: describe an organic reaction: reactants, conditions, products, and yield Reactants: O=C([O-])[O-], CC#N, O=c1[nH]nc(-c2ccc(Cl)cc2)n1CC(O)C(F)(F)F, COC(=O)CCl, [I-], [K+], [K+], [K+]. The product is COC(=O)Cn1nc(-c2ccc(Cl)cc2)n(CC(O)C(F)(F)F)c1=O. Reaction SMILES: [C:27](=[O:28])([O-:29])[O-:30].[CH3:35][C:36]#[N:37].[Cl:1][c:2]1[cH:3][cH:4][c:5](-[c:8]2[n:9]([CH2:14][CH:15]([C:16]([F:17])([F:18])[F:19])[OH:20])[c:10](=[O:13])[nH:11][n:12]2)[cH:6][cH:7]1.[Cl:21][CH2:22][C:23](=[O:24])[O:25][CH3:26].[I-:34].[K+:31].[K+:32].[K+:33]>>[Cl:1][c:2]1[cH:3][cH:4][c:5](-[c:8]2[n:9]([CH2:14][CH:15]([C:16]([F:17])([F:18])[F:19])[OH:20])[c:10](=[O:13])[n:11]([CH2:22][C:23](=[O:24])[O:25][CH3:26])[n:12]2)[cH:6][cH:7]1. Reactants: N1CCNCC1 (piperazine), C1[C@H](O)[C@@H](O)CO1 (1,4-anhydro-L-threitol), ClC1=NC2=CC=CC=C2C(=N1)Cl (2,4-dichloroquinazoline), [H-].[Na+] (sodium hydride). Run in O1CCOCC1 (dioxane), C(C)(=O)OCC (ethyl acetate), O1CCOCC1 (dioxane), CN(C=O)C (dimethylformamide), C(C)(=O)OCC (ethyl acetate). Yields the product O[C@@H]1[C@H](COC1)OC1=NC(=NC2=CC=CC=C12)N1CCNCC1 (4-[(3S,4S)-(4-hydroxytetrahydrofuran-3-yl)oxy]-2-(1-piperazinyl)quinazoline). The yield is 31.1%. RXN SMILES: [CH2:1]1[O:7][CH2:6][C@H:4]([OH:5])[C@H:2]1[OH:3].Cl[C:9]1[N:18]=[C:17](Cl)[C:16]2[C:11](=[CH:12][CH:13]=[CH:14][CH:15]=2)[N:10]=1.[H-].[Na+].[NH:22]1[CH2:27][CH2:26][NH:25][CH2:24][CH2:23]1>CN(C)C=O.C(OCC)(=O)C.O1CCOCC1>[OH:5][C@H:4]1[CH2:6][O:7][CH2:1][C@@H:2]1[O:3][C:17]1[C:16]2[C:11](=[CH:12][CH:13]=[CH:14][CH:15]=2)[N:10]=[C:9]([N:22]2[CH2:27][CH2:26][NH:25][CH2:24][CH2:23]2)[N:18]=1 |f:2.3|. Reported procedure: To a solution of 1,4-anhydro-L-threitol [manufactured by Aldrich Co., cf. J. Am. Chem. Soc., 74, 5336 (1952)] (7.34 g) and 2,4-dichloroquinazoline (5.00 g) in dimethylformamide (42 ml) is added gradually 60% sodium hydride (in oil) (1.92 g) with stirring under ice-cooling, and the mixture is stirred at room temperature for one hour and 10 minutes. The reaction mixture is diluted with ethyl acetate and washed with water 5 times. The ethyl acetate solution is dried over anhydrous magnesium sulfate...